This data is from the Open Reaction Database (ORD), a public repository of structured organic reaction records. The task is: describe an organic reaction: reactants, conditions, products, and yield The reactants are O=C(O)c1ccc(Br)o1, CCC=CCC=CCC=CCCCCCCCCO, CC(C)(C)[O-], CC(C)(C)O, Cc1ccccc1, [K+]. As a reaction SMILES: [Br:1][c:2]1[cH:3][cH:4][c:5]([C:7](=[O:8])[OH:9])[o:6]1.[CH2:10]([CH2:11][CH2:12][CH2:13][CH2:14][CH2:15][CH2:16][CH2:17][CH:18]=[CH:19][CH2:20][CH:21]=[CH:22][CH2:23][CH:24]=[CH:25][CH2:26][CH3:27])[OH:28].[CH3:29][C:30]([CH3:31])([O-:32])[CH3:33].[CH3:35][C:36]([OH:37])([CH3:38])[CH3:39].[CH3:40][c:41]1[cH:42][cH:43][cH:44][cH:45][cH:46]1.[K+:34]>>[c:2]1([O:28][CH2:10][CH2:11][CH2:12][CH2:13][CH2:14][CH2:15][CH2:16][CH2:17][CH:18]=[CH:19][CH2:20][CH:21]=[CH:22][CH2:23][CH:24]=[CH:25][CH2:26][CH3:27])[cH:3][cH:4][c:5]([C:7](=[O:8])[OH:9])[o:6]1. Product: CCC=CCC=CCC=CCCCCCCCCOc1ccc(C(=O)O)o1. The reactants are C1(=CC=CC=C1)C(=O)Cl (PhCOCl), O (Water), BrC1=CNC=2N=CN=C(C21)Cl (5-bromo-4-chloro-7H-pyrrolo[2,3-d]pyrimidine), [Li]CCCC (n-BuLi), O (water). The solvent is CCOC(=O)C (EtOAc), C1CCOC1 (THF). Run at temperature -78 celsius, time 40 minute. The product is ClC=1C2=C(N=CN1)NC=C2C(=O)C2=CC=CC=C2 ((4-chloro-7H-pyrrolo[2,3-d]pyrimidin-5-yl)(phenyl)methanone), solid. The yield is 29.0%. RXN SMILES: Br[C:2]1[C:10]2[C:9]([Cl:11])=[N:8][CH:7]=[N:6][C:5]=2[NH:4][CH:3]=1.[Li]CCCC.[C:17]1([C:23](Cl)=[O:24])[CH:22]=[CH:21][CH:20]=[CH:19][CH:18]=1.O>C1COCC1.CCOC(C)=O>[Cl:11][C:9]1[C:10]2[C:2]([C:23]([C:17]3[CH:22]=[CH:21][CH:20]=[CH:19][CH:18]=3)=[O:24])=[CH:3][NH:4][C:5]=2[N:6]=[CH:7][N:8]=1. Procedure: To a solution of 5-bromo-4-chloro-7H-pyrrolo[2,3-d]pyrimidine (1.47 g, 6.38 mmol) in THF (60 mL) at −78° C. under N2 was added n-BuLi (2.5 M in hexane, 5.74 mL, 14.36 mmol) dropwise. After completion of addition, the mixture was stirred at −78° C. for additional 40 min. PhCOCl (0.88 mL) was added and the reaction was stirred for an additional 1 hour. Water (1 mL) was added to quench the reaction. The reaction mixture was then poured into water (100 mL). EtOAc (200 mL) was added for extraction. T...